Dataset: the Open Reaction Database (ORD), a public repository of structured organic reaction records. Task: describe an organic reaction: reactants, conditions, products, and yield Starting materials: CC(C)(C)COC1CN(C(=O)OC(C)(C)C)C(C=O)CO1, CCCC[N+](CCCC)(CCCC)CCCC, CCOC(C)=O, O=[N+]([O-])CCc1cc(F)cc(Cl)c1, [F-], C1CCOC1. Product: CC(C)(C)COC1CN(C(=O)OC(C)(C)C)C(C(O)C(Cc2cc(F)cc(Cl)c2)[N+](=O)[O-])CO1. RXN SMILES: [C:14]([CH3:15])([CH3:16])([CH3:17])[O:18][C:19](=[O:20])[N:21]1[CH2:22][CH:23]([O:29][CH2:30][C:31]([CH3:32])([CH3:33])[CH3:34])[O:24][CH2:25][CH:26]1[CH:27]=[O:28].[CH3:36][CH2:37][CH2:38][CH2:39][N+:40]([CH2:41][CH2:42][CH2:43][CH3:44])([CH2:45][CH2:46][CH2:47][CH3:48])[CH2:49][CH2:50][CH2:51][CH3:52].[CH3:58][CH2:59][O:60][C:61](=[O:62])[CH3:63].[Cl:1][c:2]1[cH:3][c:4]([F:13])[cH:5][c:6]([CH2:8][CH2:9][N+:10](=[O:11])[O-:12])[cH:7]1.[F-:35].[O:53]1[CH2:54][CH2:55][CH2:56][CH2:57]1>>[Cl:1][c:2]1[cH:3][c:4]([F:13])[cH:5][c:6]([CH2:8][CH:9]([N+:10](=[O:11])[O-:12])[CH:27]([CH:26]2[N:21]([C:19]([O:18][C:14]([CH3:15])([CH3:16])[CH3:17])=[O:20])[CH2:22][CH:23]([O:29][CH2:30][C:31]([CH3:32])([CH3:33])[CH3:34])[O:24][CH2:25]2)[OH:28])[cH:7]1. Starting materials: O=C1CCc2cc(-c3cc(C4CCCN(C(=O)OCc5ccccc5)C4)oc3-c3ccncc3)ccc21, C1=CCCCC1, CCO. Product: O=C1CCc2cc(-c3cc(C4CCCNC4)oc3-c3ccncc3)ccc21. As a reaction SMILES: [CH2:1]([O:2][C:3](=[O:4])[N:11]1[CH2:12][CH:13]([c:17]2[o:18][c:19](-[c:32]3[cH:33][cH:34][n:35][cH:36][cH:37]3)[c:20](-[c:22]3[cH:23][c:24]4[c:28]([cH:29][cH:30]3)[C:27](=[O:31])[CH2:26][CH2:25]4)[cH:21]2)[CH2:14][CH2:15][CH2:16]1)[c:5]1[cH:6][cH:7][cH:8][cH:9][cH:10]1.[CH2:41]1[CH2:42][CH:43]=[CH:44][CH2:45][CH2:46]1.[CH3:38][CH2:39][OH:40]>>[NH:11]1[CH2:12][CH:13]([c:17]2[o:18][c:19](-[c:32]3[cH:33][cH:34][n:35][cH:36][cH:37]3)[c:20](-[c:22]3[cH:23][c:24]4[c:28]([cH:29][cH:30]3)[C:27](=[O:31])[CH2:26][CH2:25]4)[cH:21]2)[CH2:14][CH2:15][CH2:16]1. Reactants: C(C)(C)(C)OC(=O)N1C2CC(CC1CC2)(O)C2=NC=NC=C2Cl (3-(5-Chloro-pyrimidin-4-yl)-3-hydroxy-8-aza-bicyclo{3.2.1]octane-8-carboxylic acid tert-butyl ester). Run in Cl (hydrogen chloride), O1CCOCC1 (dioxane). Conditions: time 1 hour. The product is Cl.ClC=1C(=NC=NC1)C1(CC2CCC(C1)N2)O (3-(5-Chloro-pyrimidin-4-yl)-8-aza-bicyclo{3.2.1]octan-3-ol hydrochloride). RXN SMILES: C(OC([N:8]1[CH:13]2[CH2:14][CH2:15][CH:9]1[CH2:10][C:11]([C:17]1[C:22]([Cl:23])=[CH:21][N:20]=[CH:19][N:18]=1)([OH:16])[CH2:12]2)=O)(C)(C)C>Cl.O1CCOCC1>[ClH:23].[Cl:23][C:22]1[C:17]([C:11]2([OH:16])[CH2:12][CH:13]3[NH:8][CH:9]([CH2:15][CH2:14]3)[CH2:10]2)=[N:18][CH:19]=[N:20][CH:21]=1 |f:3.4|. Procedure: 3-(5-Chloro-pyrimidin-4-yl)-3-hydroxy-8-aza-bicyclo{3.2.1]octane-8-carboxylic acid tert-butyl ester (0.14 g, 0.41 mmol) was dissolved in a solution of hydrogen chloride in dioxane (4 N, 2 mL). The mixture was stirred for 1 hour and the solvent removed by evaporation under vacuum to afford the title compound. LCMS m/z 240.3 [M+H]+. R.T.=0.36 min (Analytical Method 3). Starting materials: BrC=1C(=C(C=O)C=C(C1O)F)F (3-bromo-2,5-difluoro-4-hydroxybenzaldehyde), C([O-])([O-])=O.[K+].[K+] (potassium carbonate), COS(=O)(=O)OC (dimethylsulfate), C(C)OC(C)=O (ethylacetate). The solvent is CN(C)C=O (DMF). Reaction conditions: time 8 hour. Product: BrC=1C(=C(C=O)C=C(C1OC)F)F (3-bromo-2,5-difluoro-4-methoxy benzaldehyde). Yield: 53666.0%. As a reaction SMILES: [Br:1][C:2]1[C:3]([F:12])=[C:4]([CH:7]=[C:8]([F:11])[C:9]=1[OH:10])[CH:5]=[O:6].[C:13](=O)([O-])[O-].[K+].[K+].COS(OC)(=O)=O.C(OC(=O)C)C>CN(C=O)C>[Br:1][C:2]1[C:3]([F:12])=[C:4]([CH:7]=[C:8]([F:11])[C:9]=1[O:10][CH3:13])[CH:5]=[O:6] |f:1.2.3|. Procedure details: To a solution of 3-bromo-2,5-difluoro-4-hydroxybenzaldehyde (48.4 g, 0.193 mmol) in DMF (200 mL) was added potassium carbonate (40.0 g) and dimethylsulfate (27.4 mL). The reaction mixture was stirred at room temperature overnight. The reaction was diluted wit ethylacetate and washed successively with water and brine, dried over magnesium sulfate, filtered and evaporated. The residue was triturated with hexane to afford 26 g of 3-bromo-2,5-difluoro-4-methoxy benzaldehyde. The mother liquor was ev... Product: C=C1CCCc2c1ccc(OC)c2OC(C)C. As a reaction SMILES: [CH3:43][S:44]([CH3:45])=[O:46].[CH3:6][P+:7]([c:8]1[cH:9][cH:10][cH:11][cH:12][cH:13]1)([c:14]1[cH:15][cH:16][cH:17][cH:18][cH:19]1)[c:20]1[cH:21][cH:22][cH:23][cH:24][cH:25]1.[CH:26]([CH3:27])([CH3:28])[O:29][c:30]1[c:31]2[c:36]([cH:37][cH:38][c:39]1[O:40][CH3:41])[C:35](=[O:42])[CH2:34][CH2:33][CH2:32]2.[H-:1].[H:3][H:4].[I-:5].[Na+:2]>>[CH2:6]=[C:35]1[CH2:34][CH2:33][CH2:32][c:31]2[c:30]([O:29][CH:26]([CH3:27])[CH3:28])[c:39]([O:40][CH3:41])[cH:38][cH:37][c:36]21. Reactants: CS(C)=O, C[P+](c1ccccc1)(c1ccccc1)c1ccccc1, COc1ccc2c(c1OC(C)C)CCCC2=O, [H-], [H][H], [I-], [Na+].